This data is from the Open Reaction Database (ORD), a public repository of structured organic reaction records. The task is: describe an organic reaction: reactants, conditions, products, and yield Reactants: COC1=C(C2=C(C(=NO2)C)C=C1)C=O (6-methoxy-3-methyl-benzo[d]isoxazole-7-carbaldehyde), C[O-].[Na+] (NaOMe). The solvent is CO (MeOH). Product: COC1=NC=CC(=C1C=O)OC (2,4-dimethoxy-pyridine-3-carbaldehyde). As a reaction SMILES: [CH3:1][O:2][C:3]1C=C[C:6]2[C:7](C)=[N:8][O:9][C:5]=2[C:4]=1[CH:13]=[O:14].[CH3:15][O-].[Na+]>CO>[CH3:1][O:2][C:3]1[C:4]([CH:13]=[O:14])=[C:5]([O:9][CH3:15])[CH:6]=[CH:7][N:8]=1 |f:1.2|. Procedure details: Reaction of the commercially available 2-chloro-4-methoxy-pyridine-3-carbaldehyde (23) with NaOMe in MeOH affords 2,4-dimethoxy-pyridine-3-carbaldehyde (24). Reactants: [OH-].[Na+] (sodium hydroxide), NC1=CC=CC=C1 (aniline), [Al] (aluminium), [Cl-].[Al+3].[Cl-].[Cl-] (aluminium chloride), steel, C=CCCC (pent-1-ene). Solvent: O (water), C1=CC=CC=C1 (benzene). Run at time 6 hour. Product: CC(CCC)C1=C(N)C=CC=C1 (2-mono-pent-2-yl-aniline), CC(CCC)C1=C(N)C(=CC=C1)C(C)CCC (2,6-bis-pent-2-yl-aniline). As a reaction SMILES: [NH2:1][C:2]1[CH:7]=[CH:6][CH:5]=[CH:4][CH:3]=1.[Al].[Cl-].[Al+3].[Cl-].[Cl-].[CH2:13]=[CH:14][CH2:15][CH2:16][CH3:17].[OH-].[Na+]>O.C1C=CC=CC=1>[CH3:13][CH:14]([C:3]1[CH:4]=[CH:5][CH:6]=[CH:7][C:2]=1[NH2:1])[CH2:15][CH2:16][CH3:17].[CH3:13][CH:14]([C:3]1[CH:4]=[CH:5][CH:6]=[C:7]([CH:3]([CH2:2][CH2:7][CH3:6])[CH3:4])[C:2]=1[NH2:1])[CH2:15][CH2:16][CH3:17] |f:2.3.4.5,7.8|. Procedure: 170 g of aniline, 5 g of aluminium granules and 15 g of anhydrous aluminium chloride are heated in a steel autoclave to 300° C. and 300 g of pent-1-ene are pumped in over the course of about 5 hours, until the internal pressure is 300 atmospheres gauge. The batch is then kept at 300° C. for a further 6 hours, in the course of which the internal pressure drops to 107 atmospheres gauge. After it has cooled, the content of the autoclave is stirred with 500 ml of benzene, 250 ml of 40% strength sodi... Reactants: [O-]CC1CC1, [Li+], C1CCOC1, O=C(NC1CCCCC1O)c1nc(-c2ccc(Cl)cc2)c(Br)nc1C(F)(F)F. Product: O=C(NC1CCCCC1O)c1nc(-c2ccc(Cl)cc2)c(OCC2CC2)nc1C(F)(F)F. As a reaction SMILES: [CH:29]1([CH2:32][O-:33])[CH2:30][CH2:31]1.[Li+:34].[O:35]1[CH2:36][CH2:37][CH2:38][CH2:39]1.[OH:1][CH:2]1[CH:3]([NH:8][C:9](=[O:10])[c:11]2[n:12][c:13](-[c:22]3[cH:23][cH:24][c:25]([Cl:28])[cH:26][cH:27]3)[c:14]([Br:21])[n:15][c:16]2[C:17]([F:18])([F:19])[F:20])[CH2:4][CH2:5][CH2:6][CH2:7]1>>[OH:1][CH:2]1[CH:3]([NH:8][C:9](=[O:10])[c:11]2[n:12][c:13](-[c:22]3[cH:23][cH:24][c:25]([Cl:28])[cH:26][cH:27]3)[c:14]([O:33][CH2:32][CH:29]3[CH2:30][CH2:31]3)[n:15][c:16]2[C:17]([F:18])([F:19])[F:20])[CH2:4][CH2:5][CH2:6][CH2:7]1. Product: ClC1=C(C(=CC=C1)Cl)C1=CC=CC=2CC(OC21)CN(C(OCC2=CC=CC=C2)=O)C ((±)-benzyl {[7-(2,6-dichlorophenyl)-2,3-dihydro-1-benzofuran-2-yl]methyl}methylcarbamate). As a reaction SMILES: [CH3:1][NH:2][CH2:3][CH:4]1[CH2:8][C:7]2[CH:9]=[CH:10][CH:11]=[C:12]([C:13]3[C:18]([Cl:19])=[CH:17][CH:16]=[CH:15][C:14]=3[Cl:20])[C:6]=2[O:5]1.C(N(C(C)C)CC)(C)C.Cl[C:31]([O:33][CH2:34][C:35]1[CH:40]=[CH:39][CH:38]=[CH:37][CH:36]=1)=[O:32]>>[Cl:20][C:14]1[CH:15]=[CH:16][CH:17]=[C:18]([Cl:19])[C:13]=1[C:12]1[C:6]2[O:5][CH:4]([CH2:3][N:2]([CH3:1])[C:31](=[O:32])[O:33][CH2:34][C:35]3[CH:40]=[CH:39][CH:38]=[CH:37][CH:36]=3)[CH2:8][C:7]=2[CH:9]=[CH:10][CH:11]=1. Starting materials: CNCC1OC2=C(C1)C=CC=C2C2=C(C=CC=C2Cl)Cl (N-methyl-1-[7-(2,6-dichlorophenyl)-2,3-dihydro-1-benzofuran-2-yl]methanamine), Intermediate 12, C(C)(C)N(CC)C(C)C (diisopropylethylamine), ClC(=O)OCC1=CC=CC=C1 (benzyl chloroformate). Procedure details: Treatment of (±)-[(N-methyl-1-[7-(2,6-dichlorophenyl)-2,3-dihydro-1-benzofuran-2-yl]methanamine (1.1 g, 3.57 mmol) with diisopropylethylamine (0.69 g, 5.35 mmol) and benzyl chloroformate (0.0.82 g, 4.28 mmol) generally according to the procedure described for Intermediate 12 provided 1.6 g (99%) of (±)-benzyl {[7-(2,6-dichlorophenyl)-2,3-dihydro-1-benzofuran-2-yl]methyl}methylcarbamate as a colorless oil. Isolated yield 101.3%. Reactants: CC1CN(CCC1)CC1=CC=CC(=N1)NC(=O)NC=1N=C(SC1)C1=CC=NC=C1 (1-[6-(3-Methyl-piperidin-1-ylmethyl)-pyridin-2-yl]-3-(2-pyridin-4-yl-thiazol-4-yl)-urea). Run in CCCCCC.CCO (hexane EtOH). Yields the product C[C@@H]1CN(CCC1)CC1=CC=CC(=N1)NC(=O)NC=1N=C(SC1)C1=CC=NC=C1 ((S)-1-[6-(3-Methyl-piperidin-1-ylmethyl)-pyridin-2-yl]-3-(2-pyridin-4-yl-thiazol-4-yl)-urea). RXN SMILES: [CH3:1][CH:2]1[CH2:7][CH2:6][CH2:5][N:4]([CH2:8][C:9]2[N:14]=[C:13]([NH:15][C:16]([NH:18][C:19]3[N:20]=[C:21]([C:24]4[CH:29]=[CH:28][N:27]=[CH:26][CH:25]=4)[S:22][CH:23]=3)=[O:17])[CH:12]=[CH:11][CH:10]=2)[CH2:3]1>CCCCCC.CCO>[CH3:1][C@H:2]1[CH2:7][CH2:6][CH2:5][N:4]([CH2:8][C:9]2[N:14]=[C:13]([NH:15][C:16]([NH:18][C:19]3[N:20]=[C:21]([C:24]4[CH:25]=[CH:26][N:27]=[CH:28][CH:29]=4)[S:22][CH:23]=3)=[O:17])[CH:12]=[CH:11][CH:10]=2)[CH2:3]1 |f:1.2|. Procedure: 1-[6-(3-Methyl-piperidin-1-ylmethyl)-pyridin-2-yl]-3-(2-pyridin-4-yl-thiazol-4-yl)-urea (50 mg, 0.12 mmol, Example 78) was separated by chiral HPLC (Chiraltech Chiralcel OJ 50×4.6 mm i.d.) using hexane/EtOH/DEA (90:10:0.2) to give a white solid. MS m/z: 409.3 (M+H). Calc'd for C21H24N6OS-408.52.